This data is from the Open Reaction Database (ORD), a public repository of structured organic reaction records. The task is: describe an organic reaction: reactants, conditions, products, and yield Reactants: ClC1=C(C=CC(=C1F)Cl)C(=O)N1CC(NCC1)=O (4-[(2,4-dichloro-3-fluorophenyl)carbonyl]-2-piperazinone), F[B-](F)(F)F.C(C)[O+](CC)CC (triethyloxonium tetrafluoroborate), FC=1C=CC(=NC1)C(=O)NN (5-fluoro-2-pyridinecarbohydrazide). The solvent is ClCCl (Dichloromethane). Product: ClC1=C(C=CC(=C1F)Cl)C(=O)N1CC=2N(CC1)C(=NN2)C2=NC=C(C=C2)F (7-[(2,4-Dichloro-3-fluorophenyl)carbonyl]-3-(5-fluoro-2-pyridinyl)-5,6,7,8-tetrahydro[1,2,4]triazolo[4,3-a]pyrazine). Reaction SMILES: [Cl:1][C:2]1[C:7]([F:8])=[C:6]([Cl:9])[CH:5]=[CH:4][C:3]=1[C:10]([N:12]1[CH2:17][CH2:16][NH:15][C:14](=O)[CH2:13]1)=[O:11].F[B-](F)(F)F.C([O+](CC)CC)C.[F:31][C:32]1[CH:33]=[CH:34][C:35]([C:38]([NH:40][NH2:41])=O)=[N:36][CH:37]=1>ClCCl>[Cl:1][C:2]1[C:7]([F:8])=[C:6]([Cl:9])[CH:5]=[CH:4][C:3]=1[C:10]([N:12]1[CH2:17][CH2:16][N:15]2[C:38]([C:35]3[CH:34]=[CH:33][C:32]([F:31])=[CH:37][N:36]=3)=[N:40][N:41]=[C:14]2[CH2:13]1)=[O:11] |f:1.2|. Reported procedure: To a solution of 4-[(2,4-dichloro-3-fluorophenyl)carbonyl]-2-piperazinone (I37) (0.146 g, 0.5 mmol) in Dichloromethane (DCM) (3 mL) was added triethyloxonium tetrafluoroborate (0.100 g, 0.525 mmol). The solution was then stirred, under argon, for 10 minutes before 5-fluoro-2-pyridinecarbohydrazide (I24) (0.093 g, 0.600 mmol) was added. The solution was then stirred for a further hour before the solvent was concentrated and n-butanol (3.00 mL) was added. The solution was then stirred, under argon...